From a dataset of the Open Reaction Database (ORD), a public repository of structured organic reaction records. describe an organic reaction: reactants, conditions, products, and yield Starting materials: S(=S)(=O)([O-])[O-].[Na+].[Na+] (sodium thiosulfate), Cl.COC=1C=C2C=CC(=C(C2=CC1)OC1=CC=C(C=C1)N)C1=CC=C(C=C1)S(=O)(=O)C (6-methoxy-2-(4-methanesulfonylphenyl)-1-(4-aminophenoxy)naphthalene hydrochloride), II (iodine), C(CC(C)C)ON=O (isoamylnitrite). Reagents/catalysts: [Cu](I)I (copper iodide). Run in C(Cl)Cl (methylene chloride), C(C)#N (acetonitrile), C(C)#N (acetonitrile). Conditions: time 1 hour. Product: COC=1C=C2C=CC(=C(C2=CC1)OC1=CC=C(C=C1)I)C1=CC=C(C=C1)S(=O)(=O)C (6-Methoxy-2-(4-methanesulfonylphenyl)-1-(4-iodophenoxy)naphthalene). RXN SMILES: Cl.[CH3:2][O:3][C:4]1[CH:5]=[C:6]2[C:11](=[CH:12][CH:13]=1)[C:10]([O:14][C:15]1[CH:20]=[CH:19][C:18](N)=[CH:17][CH:16]=1)=[C:9]([C:22]1[CH:27]=[CH:26][C:25]([S:28]([CH3:31])(=[O:30])=[O:29])=[CH:24][CH:23]=1)[CH:8]=[CH:7]2.[I:32]I.C(ON=O)CC(C)C.S([O-])([O-])(=O)=S.[Na+].[Na+]>C(#N)C.[Cu](I)I.C(Cl)Cl>[CH3:2][O:3][C:4]1[CH:5]=[C:6]2[C:11](=[CH:12][CH:13]=1)[C:10]([O:14][C:15]1[CH:20]=[CH:19][C:18]([I:32])=[CH:17][CH:16]=1)=[C:9]([C:22]1[CH:27]=[CH:26][C:25]([S:28]([CH3:31])(=[O:30])=[O:29])=[CH:24][CH:23]=1)[CH:8]=[CH:7]2 |f:0.1,4.5.6|. Procedure: Place 6-methoxy-2-(4-methanesulfonylphenyl)-1-(4-aminophenoxy)naphthalene hydrochloride (1 eq.), iodine (0.6 eq.), copper iodide (1.05 eq.) and acetonitrile in a 3 neck flask equipped with a mechanical stirrer, addition funnel, nitrogen purge and temperature probe. Charge the addition funnel with isoamylnitrite (1.1 eq.) in acetonitrile and add this mixture dropwise at 20° C. or below. After the addition, stir the mixture for 1 hour. Once the reaction is complete, add saturated sodium thiosulfat...